Task: describe an organic reaction: reactants, conditions, products, and yield. Dataset: the Open Reaction Database (ORD), a public repository of structured organic reaction records The reactants are B1(c2cc3c(cc2)cn[nH]3)OC(C(O1)(C)C)(C)C, c1(ccc(cc1)I)CO. The reagents and catalysts are c1ccc(cc1)-c2c3ccccc3cc4ccccc24 (9-Phenylanthracene), C(=O)(O)[O-].[Na+] (NaHCO3), [Pd](Cl)Cl.P(C(C)(C)C)(C(C)(C)C)c1ccc(N(C)C)cc1.P(C(C)(C)C)(C(C)(C)C)c1ccc(N(C)C)cc1. Run in CO (MeOH). Conditions: temperature 80 celsius, time nan hour. Product: OCc1ccc(cc1)c2ccc3cn[nH]c3c2. Reaction SMILES: [OH:1][CH2:2][c:3]1[cH:8][cH:7][c:6](I)[cH:5][cH:4]1.CC1(C(C)(C)OB([c:9]2[cH:17][c:16]([c:12]3[cH:11][cH:10]2)[nH:15][n:14][cH:13]3)O1)C>>[OH:1][CH2:2][c:3]1[cH:8][cH:7][c:6]([c:9]2[cH:17][c:16]([c:12]3[cH:11][cH:10]2)[nH:15][n:14][cH:13]3)[cH:5][cH:4]1. Reactants: OC=1C=C2C=C(NC2=CC1)C(=O)N1CCOCC1 ((5-hydroxy-1H-indol-2-yl)-morpholin-4-yl-methanone), C1(=CC=CC=C1)P(C1=CC=CC=C1)C1=CC=CC=C1 (triphenylphospine), N1(CCCCC1)CCCO (piperidinepropanol). Procedure: A mixture of 246 mg (1 mmol) (5-hydroxy-1H-indol-2-yl)-morpholin-4-yl-methanone, 1 g (ca. 3 mmol) polymerbound triphenylphospine (Fluka), 179 mg (1.25 mmol) piperidinepropanol and 461 mg (2 mmol) di-tert.-butyl azadicarboxylate in 20 ml THF was stirred for a prolonged period of time at room temperature. The mixture was filtered through a pad of silica and washed with 30 ml THF. The mixture was evaporated to dryness and purified on silica eluting with a gradient of DCM/2N NH3 in methanol 98/2 to ... RXN SMILES: [OH:1][C:2]1[CH:3]=[C:4]2[C:8](=[CH:9][CH:10]=1)[NH:7][C:6]([C:11]([N:13]1[CH2:18][CH2:17][O:16][CH2:15][CH2:14]1)=[O:12])=[CH:5]2.C1(P(C2C=CC=CC=2)C2C=CC=CC=2)C=CC=CC=1.[N:38]1([CH2:44][CH2:45][CH2:46]O)[CH2:43][CH2:42][CH2:41][CH2:40][CH2:39]1>C1COCC1>[N:13]1([C:11]([C:6]2[NH:7][C:8]3[C:4]([CH:5]=2)=[CH:3][C:2]([O:1][CH2:46][CH2:45][CH2:44][N:38]2[CH2:43][CH2:42][CH2:41][CH2:40][CH2:39]2)=[CH:10][CH:9]=3)=[O:12])[CH2:14][CH2:15][O:16][CH2:17][CH2:18]1. The product is N1(CCOCC1)C(=O)C=1NC2=CC=C(C=C2C1)OCCCN1CCCCC1 (morpholin-4-yl-[5-(3-piperidin-1-yl-propoxy)-1H-indol-2-yl]-methanone). Run in C1CCOC1 (THF).